From a dataset of the Open Reaction Database (ORD), a public repository of structured organic reaction records. describe an organic reaction: reactants, conditions, products, and yield The reactants are Cl.C(C)NCNC(C1=CC=CC=C1)=O (N-(ethylaminomethyl)-benzamide hydrochloride), C(=O)(Cl)Cl (phosgene), 2, [OH-].[Na+] (sodium hydroxide), N1=CC=CC=C1 (pyridine). The solvent is O (water), O1CCCC1 (tetrahydrofuran), O1CCCC1 (tetrahydrofuran). Run at time 2 hour. Product: C1(=CC=CC=C1)C1=NCN(C(O1)=O)CC (6-phenyl-3-ethyl-3,4-dihydro-2H-1,3,5-oxadiazin-2-one), compound 1. As a reaction SMILES: Cl.[CH2:2]([NH:4][CH2:5][NH:6][C:7](=[O:14])[C:8]1[CH:13]=[CH:12][CH:11]=[CH:10][CH:9]=1)[CH3:3].[OH-].[Na+].[C:17](Cl)(Cl)=[O:18].N1C=CC=CC=1>O.O1CCCC1>[C:8]1([C:7]2[O:14][C:17](=[O:18])[N:4]([CH2:2][CH3:3])[CH2:5][N:6]=2)[CH:13]=[CH:12][CH:11]=[CH:10][CH:9]=1 |f:0.1,2.3|. Procedure: A suspension of 21.5 g of N-(ethylaminomethyl)-benzamide hydrochloride (0.1 mole) in 300 ml of water is neutralised at 0°-25°C with 50 ml of 2 normal sodium hydroxide solution (0.1 mole). Extraction is performed with ethyl acetate, the organic phase is dried over magnesium sulphate and the solvent is evaporated off. The residue is taken up in 150 ml of tetrahydrofuran and the solution is treated dropwise with 9.9 g of phosgene (0.1 mole) in 150 ml of tetrahydrofuran. The addition is effected at ... Reactants: C([O-])([O-])=O.[K+].[K+] (potassium carbonate), Cl (hydrochloric acid), C(C1=CC=CC=C1)OC1=CC(=C(C=C1)[N+](=O)[O-])C (4-benzyloxy-2-methyl-1-nitrobenzene). The reagents and catalysts are [Zn] (zinc). The solvent is C(C)O (ethanol). Conditions: temperature 45 celsius, time 3 hour. Product: C(C1=CC=CC=C1)OC1=CC(=C(C=C1)N)C (4-benzyloxy-2-methylphenylamine). Yield: 70.3%. Reaction SMILES: Cl.[CH2:2]([O:9][C:10]1[CH:15]=[CH:14][C:13]([N+:16]([O-])=O)=[C:12]([CH3:19])[CH:11]=1)[C:3]1[CH:8]=[CH:7][CH:6]=[CH:5][CH:4]=1.C(=O)([O-])[O-].[K+].[K+]>C(O)C.[Zn]>[CH2:2]([O:9][C:10]1[CH:15]=[CH:14][C:13]([NH2:16])=[C:12]([CH3:19])[CH:11]=1)[C:3]1[CH:4]=[CH:5][CH:6]=[CH:7][CH:8]=1 |f:2.3.4|. Procedure details: A solution of 190 ml of concentrated hydrochloric acid in 300 ml of ethanol is added dropwise to a mixture of 50 g of 4-benzyloxy-2-methyl-1-nitrobenzene and of 46 g of zinc. The solution is cooled to around 45° C. by means of an ice bath throughout the running-in process. The medium is stirred for 3 hours at ambient temperature. The pH of the solution is adjusted to around pH 8 by adding 500 ml of a saturated potassium carbonate solution. The precipitate is filtered off and washed with 5×500 ml...